Task: describe an organic reaction: reactants, conditions, products, and yield. Dataset: the Open Reaction Database (ORD), a public repository of structured organic reaction records Reactants: [Br-], C[Si](C)(C)[N-][Si](C)(C)C, CCOCC, C[P+](c1ccccc1)(c1ccccc1)c1ccccc1, COCCCOc1ccccc1C(=O)NCC(CC(C=O)NC(=O)OC(C)(C)C)C(C)C, [Cl-], [K+], [NH4+]. The product is C=CC(CC(CNC(=O)c1ccccc1OCCCOC)C(C)C)NC(=O)OC(C)(C)C. RXN SMILES: [Br-:50].[CH3:1][Si:2]([N-:3][Si:4]([CH3:5])([CH3:6])[CH3:7])([CH3:8])[CH3:9].[CH3:45][CH2:46][O:47][CH2:48][CH3:49].[CH3:51][P+:52]([c:53]1[cH:54][cH:55][cH:56][cH:57][cH:58]1)([c:59]1[cH:60][cH:61][cH:62][cH:63][cH:64]1)[c:65]1[cH:66][cH:67][cH:68][cH:69][cH:70]1.[CH:11](=[O:12])[CH:13]([CH2:14][CH:15]([CH:16]([CH3:17])[CH3:18])[CH2:19][NH:20][C:21]([c:22]1[c:23]([O:28][CH2:29][CH2:30][CH2:31][O:32][CH3:33])[cH:24][cH:25][cH:26][cH:27]1)=[O:34])[NH:35][C:36]([O:37][C:38]([CH3:39])([CH3:40])[CH3:41])=[O:42].[Cl-:43].[K+:10].[NH4+:44]>>[CH2:1]=[CH:11][CH:13]([CH2:14][CH:15]([CH:16]([CH3:17])[CH3:18])[CH2:19][NH:20][C:21]([c:22]1[c:23]([O:28][CH2:29][CH2:30][CH2:31][O:32][CH3:33])[cH:24][cH:25][cH:26][cH:27]1)=[O:34])[NH:35][C:36]([O:37][C:38]([CH3:39])([CH3:40])[CH3:41])=[O:42]. Reaction SMILES: [CH:1]([C:3]1[CH:8]=[CH:7][CH:6]=[CH:5][C:4]=1[O-:9])=[CH2:2].[K+].[OH-].[K+].C1(C)C=CC=CC=1.Br[CH:21]([CH3:29])[C:22]([N:24]1[CH2:28][CH2:27][CH2:26][CH2:25]1)=[O:23]>O.[Br-].C([N+](CCCC)(CCCC)CCCC)CCC>[N:24]1([C:22](=[O:23])[CH:21]([O:9][C:4]2[CH:5]=[CH:6][CH:7]=[CH:8][C:3]=2[CH:1]=[CH2:2])[CH3:29])[CH2:28][CH2:27][CH2:26][CH2:25]1 |f:0.1,2.3,7.8|. Starting materials: C(=C)C1=C(C=CC=C1)[O-].[K+] (potassium 2-vinylphenolate), [OH-].[K+] (KOH), C1(=CC=CC=C1)C (toluene), BrC(C(=O)N1CCCC1)C (2-bromo-1-pyrrolidin-1-yl-propan-1-one). Solvent: O (water). Reagents/catalysts: [Br-].C(CCC)[N+](CCCC)(CCCC)CCCC (tetrabutylammonium bromide). The product is N1(CCCC1)C(C(C)OC1=C(C=CC=C1)C=C)=O (1-Pyrrolidin-1-yl-2-(2-vinylphenoxy)-propan-1-one). The yield is 71.2%. Reported procedure: To a solution of 6.35 g (40.1 mmol) potassium 2-vinylphenolate in 110 mL of water (pH adjusted to 14 by addition of KOH) under argon was added 150 mL of toluene, 0.65 g (2.0 mmol) of tetrabutylammonium bromide and 11.54 g (50.16 mmol) of 2-bromo-1-pyrrolidin-1-yl-propan-1-one. The two-phase mixture was stirred vigorously over night at 45° C. After this time the organic phase was removed, washed with water, 4 M sodium hydroxide aqueous solution, 1 M hydrochloric acid solution and water, dried (Na... Conditions: temperature 45 celsius. The reactants are ClCCl, COC(=O)c1ccc2c(c1)CC(C)(C)C(c1ccccc1N)N2, O=S(=O)(Cl)c1ccccc1, c1ccncc1. Product: COC(=O)c1ccc2c(c1)CC(C)(C)C(c1ccccc1NS(=O)(=O)c1ccccc1)N2. Reaction SMILES: [Cl:40][CH2:41][Cl:42].[NH2:1][c:2]1[c:3]([CH:8]2[NH:9][c:10]3[cH:11][cH:12][c:13]([C:20](=[O:21])[O:22][CH3:23])[cH:14][c:15]3[CH2:16][C:17]2([CH3:18])[CH3:19])[cH:4][cH:5][cH:6][cH:7]1.[c:30]1([S:36](=[O:37])(=[O:38])[Cl:39])[cH:31][cH:32][cH:33][cH:34][cH:35]1.[cH:24]1[cH:25][cH:26][n:27][cH:28][cH:29]1>>[NH:1]([c:2]1[c:3]([CH:8]2[NH:9][c:10]3[cH:11][cH:12][c:13]([C:20](=[O:21])[O:22][CH3:23])[cH:14][c:15]3[CH2:16][C:17]2([CH3:18])[CH3:19])[cH:4][cH:5][cH:6][cH:7]1)[S:36]([c:30]1[cH:31][cH:32][cH:33][cH:34][cH:35]1)(=[O:37])=[O:38]. Starting materials: CI (Methyl iodide), C(CCCCC)SC=1C(=NSN1)C=1C=NC=CC1 (3-(4-hexylthio-1,2,5-thiadiazol-3-yl)pyridine). Conditions: time 48 hour. Product: [I-].C(CCCCC)SC=1C(=NSN1)C=1C=[N+](C=CC1)C (3-(4-hexylthio-1,2,5-thiadiazol-3-yl)-1-methylpyridinium iodide). Reaction SMILES: [CH3:1][I:2].[CH2:3]([S:9][C:10]1[C:11]([C:15]2[CH:16]=[N:17][CH:18]=[CH:19][CH:20]=2)=[N:12][S:13][N:14]=1)[CH2:4][CH2:5][CH2:6][CH2:7][CH3:8]>>[I-:2].[CH2:3]([S:9][C:10]1[C:11]([C:15]2[CH:16]=[N+:17]([CH3:1])[CH:18]=[CH:19][CH:20]=2)=[N:12][S:13][N:14]=1)[CH2:4][CH2:5][CH2:6][CH2:7][CH3:8] |f:2.3|. Procedure details: Methyl iodide (1 ml, 15 mmol) was added to a solution of 3-(4-hexylthio-1,2,5-thiadiazol-3-yl)pyridine (3 mmol) and the reaction mixture was stirred at room temperature for 48 h and evaporated. Reactants: OC1=CC=CC(=N1)C (6-hydroxy-2-methylpyridine), C(CCCCC)Br (n-hexyl bromide), C([O-])([O-])=O.[K+].[K+] (potassium carbonate), resultant mixture, ice water. Run in C(C)N(C=O)CC (N,N-diethylformamide). Conditions: time 8 hour. Yields the product C(CCCCC)OC1=CC=CC(=N1)C (6-hexyloxy-α-picoline). Yield: 57.0%. Reaction SMILES: [OH:1][C:2]1[N:7]=[C:6]([CH3:8])[CH:5]=[CH:4][CH:3]=1.[CH2:9](Br)[CH2:10][CH2:11][CH2:12][CH2:13][CH3:14].C(=O)([O-])[O-].[K+].[K+]>C(N(CC)C=O)C>[CH2:9]([O:1][C:2]1[N:7]=[C:6]([CH3:8])[CH:5]=[CH:4][CH:3]=1)[CH2:10][CH2:11][CH2:12][CH2:13][CH3:14] |f:2.3.4|. Procedure: To a solution of 12.0 g (0.11 mol) of 6-hydroxy-2-methylpyridine (commercially available) and 18.2 g (0.11 mol) of n-hexyl bromide dissolved in 100 ml of N,N-diethylformamide was added 15.2 g (0.11 mol) of potassium carbonate, and the mixture was stirred at 80° to 90° C. for 8 hours. Into the resultant mixture was poured 300 ml of ice-water, the mixture was extracted with ethyl acetate, and the oily extract obtained was separated by silica gel column chromatography (ethyl acetate:hexane=1:9) to ... Reactants: C(#C)C1=CC=C(C=C1)C (1-Ethynyl-4-methyl-benzene), C(C)OC(\C=C/I)=O ((Z)-ethyl-3-iodoacrylate). Product: C(C)OC(C=CC#CC1=CC=C(C=C1)C)=O (5-p-Tolyl-pent-2-en-4-ynoic acid ethyl ester). RXN SMILES: [C:1]([C:3]1[CH:8]=[CH:7][C:6]([CH3:9])=[CH:5][CH:4]=1)#[CH:2].[CH2:10]([O:12][C:13](=[O:17])/[CH:14]=[CH:15]\I)[CH3:11]>>[CH2:10]([O:12][C:13](=[O:17])[CH:14]=[CH:15][C:2]#[C:1][C:3]1[CH:8]=[CH:7][C:6]([CH3:9])=[CH:5][CH:4]=1)[CH3:11]. Procedure: The general procedure was used to convert 1-Ethynyl-4-methyl-benzene and (Z)-ethyl-3-iodoacrylate to the title product. Purification by flash chromatography (10% ethyl acetate in hexane as the eluent) gave the analytically pure product as a light yellow oil (350 mg, 85% yield). 1H NMR (400 MHz, CDCl3) δ 7.43-7.41 (d, J=8.1, 2H), 7.16-7.14 (d, J=7.9, 2H), 6.37-6.34 (d, J=11.4, 1H), 6.12-6.09 (d, J=11.4, 1H), 4.29-4.23 (q, J=7.1, 2H), 2.36 (s, 3H), 1.35-1.31 (t, J=7.1, 3H). 13C NMR (100 MHz, CDCl3... Starting materials: BrCC1=CC=C(C=C1)C#N (α-bromo-4-toluonitrile), N1N=CN=C1 (1,2,4-triazole). The solvent is C(Cl)(Cl)Cl (chloroform), C(C)#N (acetonitrile). Yields the product N1N=C(N=C1)CC1=CC=C(C#N)C=C1 (4-[1-(1,2,4-triazolyl)methyl]-benzonitrile). As a reaction SMILES: Br[CH2:2][C:3]1[CH:8]=[CH:7][C:6]([C:9]#[N:10])=[CH:5][CH:4]=1.[NH:11]1[CH:15]=[N:14][CH:13]=[N:12]1>C(Cl)(Cl)Cl.C(#N)C>[NH:11]1[CH:15]=[N:14][C:13]([CH2:2][C:3]2[CH:8]=[CH:7][C:6]([C:9]#[N:10])=[CH:5][CH:4]=2)=[N:12]1. Procedure: A solution containing α-bromo-4-toluonitrile (19.6 g) and 1,2,4-triazole (30.5 g) in a mixture of chloroform (250 mL) and acetonitrile (50 mL) is stirred at reflux for 15 hours. The solution is cooled and washed with 3% aqueous sodium bicarbonate (200 mL) and the organic solution is then dried (MgSO4) and evaporated. The residue is chromatographed on silica gel (300 g). Elution with chloroform/isopropanol (10:1) affords 4-[1-(1,2,4-triazolyl)methyl]-benzonitrile, which forms a hydrochloride salt...